Dataset: the Open Reaction Database (ORD), a public repository of structured organic reaction records. Task: describe an organic reaction: reactants, conditions, products, and yield Starting materials: C=CCOC(=O)C(CCC(=O)O)OC(C)=O, O=C(Cl)C(=O)Cl. Product: C=CCOC(=O)C(CCC(=O)Cl)OC(C)=O. As a reaction SMILES: [C:1]([CH3:2])(=[O:3])[O:4][CH:5]([CH2:6][CH2:7][C:8](=[O:9])[OH:10])[C:11](=[O:12])[O:13][CH2:14][CH:15]=[CH2:16].[Cl:17][C:18]([C:19]([Cl:20])=[O:21])=[O:22]>>[C:1]([CH3:2])(=[O:3])[O:4][CH:5]([CH2:6][CH2:7][C:8](=[O:9])[Cl:17])[C:11](=[O:12])[O:13][CH2:14][CH:15]=[CH2:16].